From a dataset of the Open Reaction Database (ORD), a public repository of structured organic reaction records. describe an organic reaction: reactants, conditions, products, and yield Reactants: O(C1=CC=CC=C1)C(=O)N1CCC(CC1)(OC1=CC=C(C=C1)C(F)(F)F)C1=CC=CC=C1 (1-phenoxycarbonyl-4-phenyl-4-(p-trifluoromethylphenoxy)piperidine), [OH-].[K+] (KOH). Run in C(C)O (ethanol), C(C)O (ethanol). Yields the product C1(=CC=CC=C1)C1(CCNCC1)OC1=CC=C(C=C1)C(F)(F)F (4-phenyl-4(p-trifluoromethylphenoxy)piperidine). RXN SMILES: O(C([N:10]1[CH2:15][CH2:14][C:13]([C:27]2[CH:32]=[CH:31][CH:30]=[CH:29][CH:28]=2)([O:16][C:17]2[CH:22]=[CH:21][C:20]([C:23]([F:26])([F:25])[F:24])=[CH:19][CH:18]=2)[CH2:12][CH2:11]1)=O)C1C=CC=CC=1.[OH-].[K+]>C(O)C>[C:27]1([C:13]2([O:16][C:17]3[CH:18]=[CH:19][C:20]([C:23]([F:26])([F:24])[F:25])=[CH:21][CH:22]=3)[CH2:12][CH2:11][NH:10][CH2:15][CH2:14]2)[CH:32]=[CH:31][CH:30]=[CH:29][CH:28]=1 |f:1.2|. Procedure: A sample of 7.4 g of 1-phenoxycarbonyl-4-phenyl-4-(p-trifluoromethylphenoxy)piperidine is dissolved in 70 ml. of ethanol and 48 ml. of 45% aqueous KOH added, and the solution is stirred and refluxed under nitrogen for 4 hours. After cooling most of the ethanol is removed under reduced pressure and the resultant oily dispersion is extracted with ether. The ether was dried and then evaporated under reduced pressure to give a waxy, white solid of 4-phenyl-4(p-trifluoromethylphenoxy)piperidine.